Dataset: the Open Reaction Database (ORD), a public repository of structured organic reaction records. Task: describe an organic reaction: reactants, conditions, products, and yield The reactants are [OH-].[Li+] (Lithium hydroxide), O=S1(CC(CN(C2=C1C=C(C(=C2)OC)OCC(=O)OCC)C2=CC=CC=C2)(CCCC)CCCC)=O (1,1-dioxo-3,3-dibutyl-5-phenyl-7-methoxy-8-ethoxycarbonylmethoxy-2,3,4,5-tetrahydro-1,5-benzothiazepine), CC(=O)O (AcOH). Run in C1CCOC1.O (THF H2O). The product is O=S1(CC(CN(C2=C1C=C(C(=C2)OC)OCC(=O)O)C2=CC=CC=C2)(CCCC)CCCC)=O (1,1-Dioxo-3,3-dibutyl-5-phenyl-7-methoxy-8-carboxymethoxy-2,3,4,5-tetrahydro-1,5-benzothiazepine). Yield: 96.3%. As a reaction SMILES: [OH-].[Li+].[O:3]=[S:4]1(=[O:38])[C:10]2[CH:11]=[C:12]([O:17][CH2:18][C:19]([O:21]CC)=[O:20])[C:13]([O:15][CH3:16])=[CH:14][C:9]=2[N:8]([C:24]2[CH:29]=[CH:28][CH:27]=[CH:26][CH:25]=2)[CH2:7][C:6]([CH2:34][CH2:35][CH2:36][CH3:37])([CH2:30][CH2:31][CH2:32][CH3:33])[CH2:5]1.CC(O)=O>C1COCC1.O>[O:38]=[S:4]1(=[O:3])[C:10]2[CH:11]=[C:12]([O:17][CH2:18][C:19]([OH:21])=[O:20])[C:13]([O:15][CH3:16])=[CH:14][C:9]=2[N:8]([C:24]2[CH:29]=[CH:28][CH:27]=[CH:26][CH:25]=2)[CH2:7][C:6]([CH2:34][CH2:35][CH2:36][CH3:37])([CH2:30][CH2:31][CH2:32][CH3:33])[CH2:5]1 |f:0.1,4.5|. Procedure: Lithium hydroxide (0.062 g) was added to a solution of 1,1-dioxo-3,3-dibutyl-5-phenyl-7-methoxy-8-ethoxycarbonylmethoxy-2,3,4,5-tetrahydro-1,5-benzothiazepine (Method 5; 0.448 g, 0.865 mmol) in THF/H2O (2/1, 6 ml) After 1 hour AcOH (0.5 ml) was added and most of the solvent was removed under reduced pressure. The crude product was purified by HPLC (MeCN) to give the title compound 0.408 g (96%) as a white solid. NMR (CD3OD) 0.75–0.85 (m, 6H), 1.00–1.30 (m, 8H), 1.35–1.55 (m, 4H), 3.20 (s, 2H), 3... Reactants: CC(=O)Nc1nc2ccc(O)cc2o1, CN(C)C=O, Cc1ccn2cc(CCl)nc2c1. Yields the product CC(=O)Nc1nc2ccc(OCc3cn4ccc(C)cc4n3)cc2o1. RXN SMILES: [C:1]([CH3:2])(=[O:3])[NH:4][c:5]1[o:6][c:7]2[c:8]([n:9]1)[cH:10][cH:11][c:12]([OH:14])[cH:13]2.[CH3:27][N:28]([CH3:29])[CH:30]=[O:31].[Cl:15][CH2:16][c:17]1[n:18][c:19]2[n:20]([cH:21][cH:22][c:23]([CH3:25])[cH:24]2)[cH:26]1>>[C:1]([CH3:2])(=[O:3])[NH:4][c:5]1[o:6][c:7]2[c:8]([n:9]1)[cH:10][cH:11][c:12]([O:14][CH2:16][c:17]1[n:18][c:19]3[n:20]([cH:21][cH:22][c:23]([CH3:25])[cH:24]3)[cH:26]1)[cH:13]2. The reactants are C(C1=CC=CC=C1)(=O)O[C@@H](C(=O)OC)CC1=C(C(=C(C(=C1)Cl)N)C)COC(C)=O ((R)-3-(2-(acetoxymethyl)-4-amino-5-chloro-3-methylphenyl)-1-methoxy-1-oxopropan-2-yl benzoate), C1(=CC=CC=C1)C (toluene), C(C)(=O)O (acetic acid), N(=O)OCCC(C)C (isoamyl nitrite), C(C)(=O)[O-].[K+] (potassium acetate). Run at time 15 minute. Yields the product C(C1=CC=CC=C1)(=O)O[C@@H](C(=O)OC)CC=1C(=C2C=NNC2=C(C1)Cl)COC(C)=O ((R)-3-(4-(acetoxymethyl)-7-chloro-1H-indazol-5-yl)-1-methoxy-1-oxopropan-2-yl benzoate). The yield is 88.0%. As a reaction SMILES: [C:1]([O:9][C@H:10]([CH2:15][C:16]1[CH:21]=[C:20]([Cl:22])[C:19]([NH2:23])=[C:18]([CH3:24])[C:17]=1[CH2:25][O:26][C:27](=[O:29])[CH3:28])[C:11]([O:13][CH3:14])=[O:12])(=[O:8])[C:2]1[CH:7]=[CH:6][CH:5]=[CH:4][CH:3]=1.C1(C)C=CC=CC=1.C(O)(=O)C.[N:41](OCCC(C)C)=O.C([O-])(=O)C.[K+]>>[C:1]([O:9][C@H:10]([CH2:15][C:16]1[C:17]([CH2:25][O:26][C:27](=[O:29])[CH3:28])=[C:18]2[C:19](=[C:20]([Cl:22])[CH:21]=1)[NH:23][N:41]=[CH:24]2)[C:11]([O:13][CH3:14])=[O:12])(=[O:8])[C:2]1[CH:7]=[CH:6][CH:5]=[CH:4][CH:3]=1 |f:4.5|. Procedure: (R)-3-(2-(acetoxymethyl)-4-amino-5-chloro-3-methylphenyl)-1-methoxy-1-oxopropan-2-yl benzoate (16.33 g, 38.9 mmol) in toluene (100.0 ml, 939 mmol) was added acetic acid (5.0 ml, 87 mmol) followed by isoamyl nitrite (5.76 ml, 42.8 mmol) at 0° C. After 15 min, potassium acetate (7.64 g, 78 mmol) was added and the reaction mixture was stirred for 12 h. The solvent was removed and the crude product was dissolved in dichloromethane (250 mL) and washed with aqueous NaHCO3. The solvent was dried (Na2SO... Starting materials: [N+](=O)([O-])C=1C=CC(=C(C(=O)C2=CC=CC=C2)C1)NC(C(Cl)(Cl)Cl)=O (5-nitro-2-trichloroacetylaminobenzophenone), C(C)N(CCN)CC (2-(diethylamino)ethylamine). The product is C(C)N(CCN1C(NC2=CC=C(C=C2C1C1=CC=CC=C1)[N+](=O)[O-])=O)CC (3-[2-(diethylamino)ethyl]-6-nitro-4-phenyl-3,4-dihydro-2(1H)-quinazolinone). RXN SMILES: [N+:1]([C:4]1[CH:5]=[CH:6][C:7]([NH:18][C:19](=[O:24])C(Cl)(Cl)Cl)=[C:8]([CH:17]=1)[C:9]([C:11]1[CH:16]=[CH:15][CH:14]=[CH:13][CH:12]=1)=O)([O-:3])=[O:2].[CH2:25]([N:27]([CH2:31][CH3:32])[CH2:28][CH2:29][NH2:30])[CH3:26]>>[CH2:25]([N:27]([CH2:31][CH3:32])[CH2:28][CH2:29][N:30]1[CH:9]([C:11]2[CH:16]=[CH:15][CH:14]=[CH:13][CH:12]=2)[C:8]2[C:7](=[CH:6][CH:5]=[C:4]([N+:1]([O-:3])=[O:2])[CH:17]=2)[NH:18][C:19]1=[O:24])[CH3:26]. Reported procedure: In similar way as in Preparation Example 1, the title compound was synthesized from 5-nitro-2-trichloroacetylaminobenzophenone and 2-(diethylamino)ethylamine.